Dataset: the Open Reaction Database (ORD), a public repository of structured organic reaction records. Task: describe an organic reaction: reactants, conditions, products, and yield The reactants are ClCCCCN1C2=NC(=NC(=C2N=C1OC)N)OC1CCCC1 (9-(4-chlorobutyl)-2-(cyclopentyloxy)-8-(methyloxy)-9H-purin-6-amine), N1CCCCC1 (piperidine). Yields the product NC1=C2NC(N(C2=NC(=N1)OC1CCCC1)CCCCN1CCCCC1)=O (6-Amino-2-(cyclopentyloxy)-9-[4-(1-piperidinyl)butyl]-7,9-dihydro-8H-purin-8-one). Reaction SMILES: Cl[CH2:2][CH2:3][CH2:4][CH2:5][N:6]1[C:14]([O:15]C)=[N:13][C:12]2[C:7]1=[N:8][C:9]([O:18][CH:19]1[CH2:23][CH2:22][CH2:21][CH2:20]1)=[N:10][C:11]=2[NH2:17].[NH:24]1[CH2:29][CH2:28][CH2:27][CH2:26][CH2:25]1>>[NH2:17][C:11]1[N:10]=[C:9]([O:18][CH:19]2[CH2:23][CH2:22][CH2:21][CH2:20]2)[N:8]=[C:7]2[C:12]=1[NH:13][C:14](=[O:15])[N:6]2[CH2:5][CH2:4][CH2:3][CH2:2][N:24]1[CH2:29][CH2:28][CH2:27][CH2:26][CH2:25]1. Procedure details: Prepared similarly to Example 29 from 9-(4-chlorobutyl)-2-(cyclopentyloxy)-8-(methyloxy)-9H-purin-6-amine and piperidine. The reactants are C[O-].[Na+] (Sodium methoxide), C(C)(=O)OC1=C(C=C(C=C1)SC)/C=C/C1=NC=C(C(=O)OC)C=C1 (6-[E-2-(-2-acetoxy-5-methylsulfanylphenyl)-vinyl]-nicotinic acid, methyl ester). Solvent: CO (methanol). Reaction conditions: temperature 60 celsius. The product is OC1=C(C=C(C=C1)SC)/C=C/C1=NC=C(C(=O)OC)C=C1 (6-[E-2-(-2-hydroxy-5-methylsulfanylphenyl)-vinyl]-nicotinic Acid, Methyl Ester). RXN SMILES: C[O-].[Na+].C([O:7][C:8]1[CH:13]=[CH:12][C:11]([S:14][CH3:15])=[CH:10][C:9]=1/[CH:16]=[CH:17]/[C:18]1[CH:27]=[CH:26][C:21]([C:22]([O:24][CH3:25])=[O:23])=[CH:20][N:19]=1)(=O)C>CO>[OH:7][C:8]1[CH:13]=[CH:12][C:11]([S:14][CH3:15])=[CH:10][C:9]=1/[CH:16]=[CH:17]/[C:18]1[CH:27]=[CH:26][C:21]([C:22]([O:24][CH3:25])=[O:23])=[CH:20][N:19]=1 |f:0.1|. Procedure details: Sodium methoxide (2.29 g, 42.4 mmol) was added to a suspension of 6-[E-2-(-2-acetoxy-5-methylsulfanylphenyl)-vinyl]-nicotinic acid, methyl ester (13.26 g, 38.55 mmol) in methanol (200 mL). The mixture was heated at 60° C. for 3 hours. The reaction mixture was concentrated in vacuo and water was added followed by enough hydrochloric acid (1 M) to acidify the solution. The resultant precipitate was isolated by filtration, washed with water and dried in vacuo. This procedure afforded the product as... The reactants are C(C)(C)(C)OC([C@H](CCC(=O)O)NC(=O)OCC1=CC=CC=C1)=O ((S)-2-(benzyloxycarbonylamino)pentanedioic acid 1-tert.-butyl ester), C(C)(=O)OCC (ethyl acetate). The reagents and catalysts are [Pd] (Pd/C). The solvent is CO (methanol). Yields the product C(C)(C)(C)OC([C@H](CCC(=O)O)N)=O ((S)-2-aminopentanedioic acid 1-tert.-butyl ester). As a reaction SMILES: [C:1]([O:5][C:6](=[O:24])[C@@H:7]([NH:13]C(OCC1C=CC=CC=1)=O)[CH2:8][CH2:9][C:10]([OH:12])=[O:11])([CH3:4])([CH3:3])[CH3:2].C(OCC)(=O)C>CO.[Pd]>[C:1]([O:5][C:6](=[O:24])[C@@H:7]([NH2:13])[CH2:8][CH2:9][C:10]([OH:12])=[O:11])([CH3:4])([CH3:2])[CH3:3]. Procedure details: To a solution of 25.0 g (74.1 mmol) (S)-2-(benzyloxycarbonylamino)pentanedioic acid 1-tert.-butyl ester (prepared according to Liebigs Ann. Chem. 1961, 646, 127) in 500 ml dry methanol were added 2.5 g 10% Pd/C, and the mixture was stirred over night at room temperature under an atmosphere of hydrogen. The catalyst was removed by filtration through celite and the filtrate was concentrated under reduced pressure. The remaining solid title compound was purified by stirring with a small amount of e...